This data is from the Open Reaction Database (ORD), a public repository of structured organic reaction records. The task is: describe an organic reaction: reactants, conditions, products, and yield Reactants: CC(Br)c1ccccc1, C=CCc1cc(C(C)=O)ccc1O, CCOP(=O)([O-])CC(=O)N(CC)CC, C=CCc1cc(C(C)=O)ccc1OC(C)c1ccccc1, C1CCOC1, CC(C)=O, [H-], [K+], [K+], [Na+], O=C([O-])[O-]. Yields the product C=CCc1cc(C(C)=CC(=O)N(CC)CC)ccc1OC(C)c1ccccc1. RXN SMILES: [Br:14][CH:15]([c:16]1[cH:17][cH:18][cH:19][cH:20][cH:21]1)[CH3:22].[CH2:1]([c:2]1[cH:3][c:4]([C:5](=[O:6])[CH3:7])[cH:8][cH:9][c:10]1[OH:11])[CH:12]=[CH2:13].[CH2:31]([CH3:32])[N:33]([C:34]([CH2:35][P:36](=[O:37])([O-:38])[O:39][CH2:40][CH3:41])=[O:42])[CH2:43][CH3:44].[CH2:45]([CH:46]=[CH2:47])[c:48]1[cH:49][c:50]([C:63]([CH3:64])=[O:65])[cH:51][cH:52][c:53]1[O:54][CH:55]([CH3:56])[c:57]1[cH:58][cH:59][cH:60][cH:61][cH:62]1.[CH2:70]1[O:71][CH2:72][CH2:73][CH2:74]1.[CH3:66][C:67](=[O:68])[CH3:69].[H-:29].[K+:23].[K+:24].[Na+:30].[O-:25][C:26]([O-:27])=[O:28]>>[CH2:31]([CH3:32])[N:33]([C:34]([CH:35]=[C:63]([c:50]1[cH:49][c:48]([CH2:45][CH:46]=[CH2:47])[c:53]([O:54][CH:55]([CH3:56])[c:57]2[cH:58][cH:59][cH:60][cH:61][cH:62]2)[cH:52][cH:51]1)[CH3:64])=[O:42])[CH2:43][CH3:44].